The task is: describe an organic reaction: reactants, conditions, products, and yield. This data is from the Open Reaction Database (ORD), a public repository of structured organic reaction records. Starting materials: BrC=1C=C2C3=NC(=C(N3C3CC(C2=CC1F)C3)C(=O)NC)C(=O)N (9-Bromo-10-fluoro-3-N-methyl-2,5-diazatetracyclo[11.1.1.0[2,6].0[7,12]]pentadeca-3,5,7,9,11-pentaene-3,4-dicarboxamide), CC1=NC(=NO1)[C@@](C)(C#C)O ((2R)-2-(5-methyl-1,2,4-oxadiazol-3-yl)but-3-yn-2-ol). The product is FC1=C(C=C2C3=NC(=C(N3C3CC(C2=C1)C3)C(=O)NC)C(=O)N)C#C[C@](C)(C3=NOC(=N3)C)O (10-fluoro-9-[(3R)-3-hydroxy-3-(5-methyl-1,2,4-oxadiazol-3-yl)but-1-yn-1-yl]-3-N-methyl-2,5-diazatetracyclo[11.1.1.0[2,6].0[7,12]]pentadeca-3,5,7,9,11-pentaene-3,4-dicarboxamide). As a reaction SMILES: Br[C:2]1[CH:3]=[C:4]2[C:13](=[CH:14][C:15]=1[F:16])[CH:12]1[CH2:17][CH:10]([CH2:11]1)[N:9]1[C:5]2=[N:6][C:7]([C:22]([NH2:24])=[O:23])=[C:8]1[C:18]([NH:20][CH3:21])=[O:19].[CH3:25][C:26]1[O:30][N:29]=[C:28]([C@:31]([OH:35])([C:33]#[CH:34])[CH3:32])[N:27]=1>>[F:16][C:15]1[CH:14]=[C:13]2[C:4]([C:5]3[N:9]([CH:10]4[CH2:17][CH:12]2[CH2:11]4)[C:8]([C:18]([NH:20][CH3:21])=[O:19])=[C:7]([C:22]([NH2:24])=[O:23])[N:6]=3)=[CH:3][C:2]=1[C:34]#[C:33][C@@:31]([OH:35])([C:28]1[N:27]=[C:26]([CH3:25])[O:30][N:29]=1)[CH3:32]. Reported procedure: 9-Bromo-10-fluoro-3-N-methyl-2,5-diazatetracyclo[11.1.1.0[2,6].0[7,12]]pentadeca-3,5,7,9,11-pentaene-3,4-dicarboxamide (125 mg) was reacted with (2R)-2-(5-methyl-1,2,4-oxadiazol-3-yl)but-3-yn-2-ol similar to as described in General Procedure G to afford 14.5 mg of 10-fluoro-9-[(3R)-3-hydroxy-3-(5-methyl-1,2,4-oxadiazol-3-yl)but-1-yn-1-yl]-3-N-methyl-2,5-diazatetracyclo[11.1.1.0[2,6].0[7,12]]pentadeca-3,5,7,9,11-pentaene-3,4-dicarboxamide following reverse phase hplc purification. MS (Q1) 465 (M)... The reactants are BrC1=C2N(N=C1C1=NC(=CC=C1)C)CCC2 (3-bromo-2-(6-methyl-pyridin-2-yl)-5,6-dihydro-4H-pyrrolo[1,2-b]pyrazole), C1OC=2C=C(C=CC2O1)B(O)O (3,4-methylenedioxyphenylboronic acid), C([O-])([O-])=O.[Na+].[Na+] (sodium carbonate). The reagents and catalysts are C=1C=CC(=CC1)[P](C=2C=CC=CC2)(C=3C=CC=CC3)[Pd]([P](C=4C=CC=CC4)(C=5C=CC=CC5)C=6C=CC=CC6)([P](C=7C=CC=CC7)(C=8C=CC=CC8)C=9C=CC=CC9)[P](C=1C=CC=CC1)(C=1C=CC=CC1)C=1C=CC=CC1 ((PPh3)4Pd). The solvent is C1(=CC=CC=C1)C (toluene), CO (methanol). Run at temperature 80 celsius. The product is O1COC2=C1C=CC(=C2)C2=C1N(N=C2C2=NC(=CC=C2)C)CCC1 (3-Benzo[1,3]dioxol-5-yl-2-(6-methyl-pyridin-2-yl)-5,6-dihydro-4H-pyrrolo[1,2-b]pyrazole). As a reaction SMILES: Br[C:2]1[C:6]([C:7]2[CH:12]=[CH:11][CH:10]=[C:9]([CH3:13])[N:8]=2)=[N:5][N:4]2[CH2:14][CH2:15][CH2:16][C:3]=12.[CH2:17]1[O:25][C:24]2[CH:23]=[CH:22][C:21](B(O)O)=[CH:20][C:19]=2[O:18]1.C(=O)([O-])[O-].[Na+].[Na+]>C1(C)C=CC=CC=1.CO.C1C=CC([P]([Pd]([P](C2C=CC=CC=2)(C2C=CC=CC=2)C2C=CC=CC=2)([P](C2C=CC=CC=2)(C2C=CC=CC=2)C2C=CC=CC=2)[P](C2C=CC=CC=2)(C2C=CC=CC=2)C2C=CC=CC=2)(C2C=CC=CC=2)C2C=CC=CC=2)=CC=1>[O:18]1[C:19]2[CH:20]=[CH:21][C:22]([C:2]3[C:6]([C:7]4[CH:12]=[CH:11][CH:10]=[C:9]([CH3:13])[N:8]=4)=[N:5][N:4]4[CH2:14][CH2:15][CH2:16][C:3]=34)=[CH:23][C:24]=2[O:25][CH2:17]1 |f:2.3.4,^1:47,49,68,87|. Procedure details: A mixture of 3-bromo-2-(6-methyl-pyridin-2-yl)-5,6-dihydro-4H-pyrrolo[1,2-b]pyrazole (99 mg, 0.36 mmol), 3,4-methylenedioxyphenylboronic acid (65 mg, 0.39 mmol), (PPh3)4Pd (20 mg, 0.02 mmol), 1 N aqueous sodium carbonate solution (500 μL, 0.5 mmol) in toluene (5 mL) and methanol (1 mL) is purged with argon for 10 min and heated at 80° C. under nitrogen for 30 h. The mixture is cooled and partitioned between water and ethyl acetate, and the organic portion washed with water and brine, dried (sodi... Starting materials: CC1(C)C2CCC1(CS(=O)(=O)O)C(=O)C2, O=C([O-])O, COCOc1ccc(C2(O)CCC3(CC2)OCCO3)c(OCOC)c1, Cc1ccccc1, [Na+]. Product: COCOc1ccc(C2=CCC3(CC2)OCCO3)c(OCOC)c1. RXN SMILES: [C:26]12([CH2:27][S:28]([OH:29])(=[O:30])=[O:31])[C:32]([CH3:33])([CH3:34])[CH:35]([CH2:36][CH2:37]1)[CH2:38][C:39]2=[O:40].[C:41](=[O:42])([OH:43])[O-:44].[CH3:1][O:2][CH2:3][O:4][c:5]1[c:6]([C:15]2([OH:25])[CH2:16][CH2:17][C:18]3([O:19][CH2:20][CH2:21][O:22]3)[CH2:23][CH2:24]2)[cH:7][cH:8][c:9]([O:11][CH2:12][O:13][CH3:14])[cH:10]1.[CH3:46][c:47]1[cH:48][cH:49][cH:50][cH:51][cH:52]1.[Na+:45]>>[CH3:1][O:2][CH2:3][O:4][c:5]1[c:6]([C:15]2=[CH:16][CH2:17][C:18]3([O:19][CH2:20][CH2:21][O:22]3)[CH2:23][CH2:24]2)[cH:7][cH:8][c:9]([O:11][CH2:12][O:13][CH3:14])[cH:10]1.